Dataset: the Open Reaction Database (ORD), a public repository of structured organic reaction records. Task: describe an organic reaction: reactants, conditions, products, and yield Reactants: CO, Cc1cccc(C2CC2)c1O, Cl, [K+], O=C(c1ccccc1)c1ccccc1, [OH-], Oc1cc(Cl)nnc1Cl. Yields the product Cc1cccc(C2CC2)c1Oc1nnc(Cl)cc1O. Reaction SMILES: [CH3:38][OH:39].[CH:10]1([c:13]2[c:14]([OH:20])[c:15]([CH3:19])[cH:16][cH:17][cH:18]2)[CH2:11][CH2:12]1.[ClH:37].[K+:36].[O:21]=[C:22]([c:23]1[cH:24][cH:25][cH:26][cH:27][cH:28]1)[c:29]1[cH:30][cH:31][cH:32][cH:33][cH:34]1.[OH-:35].[OH:1][c:2]1[c:3]([Cl:9])[n:4][n:5][c:6]([Cl:8])[cH:7]1>>[OH:1][c:2]1[c:3]([O:20][c:14]2[c:13]([CH:10]3[CH2:11][CH2:12]3)[cH:18][cH:17][cH:16][c:15]2[CH3:19])[n:4][n:5][c:6]([Cl:8])[cH:7]1. Starting materials: CCc1cc2c(s1)-n1c(Br)nnc1CN=C2c1ccccc1Cl, ClC(Cl)Cl, O=C(Cl)c1ccc(Cl)c(Cl)c1, [Na+], O=C([O-])O, O=S(=O)(O)O. Product: CCc1cc(C(=O)c2ccccc2Cl)c(-n2c(Br)nnc2CNC(=O)c2ccc(Cl)c(Cl)c2)s1. As a reaction SMILES: [Br:1][c:2]1[n:3][n:4][c:5]2[n:6]1-[c:7]1[c:8]([cH:19][c:20]([CH2:22][CH3:23])[s:21]1)[C:9]([c:12]1[c:13]([Cl:18])[cH:14][cH:15][cH:16][cH:17]1)=[N:10][CH2:11]2.[CH:45]([Cl:46])([Cl:47])[Cl:48].[Cl:34][c:35]1[cH:36][c:37]([C:38](=[O:39])[Cl:40])[cH:41][cH:42][c:43]1[Cl:44].[Na+:29].[OH:30][C:31](=[O:32])[O-:33].[S:24](=[O:25])(=[O:26])([OH:27])[OH:28]>>[Br:1][c:2]1[n:3][n:4][c:5]([CH2:11][NH:10][C:38]([c:37]2[cH:36][c:35]([Cl:34])[c:43]([Cl:44])[cH:42][cH:41]2)=[O:39])[n:6]1-[c:7]1[c:8]([C:9]([c:12]2[c:13]([Cl:18])[cH:14][cH:15][cH:16][cH:17]2)=[O:30])[cH:19][c:20]([CH2:22][CH3:23])[s:21]1. Starting materials: NC1=NC(=NC=2CCC(CC12)C1=C(C=CC=C1)Cl)S(=O)C (4-amino-2-methylsulfinyl-6-(2-chlorophenyl)-5,6,7,8-tetrahydroquinazoline), CN (methylamine). Run in C(C)O (ethanol). Conditions: temperature 180 celsius. Yields the product NC1=NC(=NC=2CCC(CC12)C1=C(C=CC=C1)Cl)NC (4-amino-2-methylamino-6-(2-chlorophenyl)-5,6,7,8-tetrahydroquinazoline). As a reaction SMILES: [NH2:1][C:2]1[C:11]2[CH2:10][CH:9]([C:12]3[CH:17]=[CH:16][CH:15]=[CH:14][C:13]=3[Cl:18])[CH2:8][CH2:7][C:6]=2[N:5]=[C:4](S(C)=O)[N:3]=1.[CH3:22][NH2:23]>C(O)C>[NH2:1][C:2]1[C:11]2[CH2:10][CH:9]([C:12]3[CH:17]=[CH:16][CH:15]=[CH:14][C:13]=3[Cl:18])[CH2:8][CH2:7][C:6]=2[N:5]=[C:4]([NH:23][CH3:22])[N:3]=1. Procedure details: A suspension of 1.6 grams (0.005 mole) of 4-amino-2-methylsulfinyl-6-(2-chlorophenyl)-5,6,7,8-tetrahydroquinazoline (prepared as in Example 17) and 10 mL of aqueous 40% methylamine in 50 mL of ethanol is placed in a glass tube, which is then sealed. The sealed tube is heated at about 180° C. for 7 hours and then is cooled in an ice-bath and opened. The reaction mixture is concentrated under reduced pressure to a residue. The residue is stirred with an aqueous 10% potassium carbonate solution, an... Starting materials: C(Cl)(Cl)Cl (chloroform), CN(N=C(C1=C(C=CC=C1F)Cl)Cl)S(=O)(=O)C (N-methyl-N-(methanesulfonyl)-2-chloro-6-fluorobenzohydrazonoyl chloride), FC(OC1=CC=C(C=C1)C1=CC=C(C#N)C=C1)(F)F (4-(4-trifluoromethoxyphenyl)benzonitrile), ClC1=CC=CC=C1 (chlorobenzene). Reagents/catalysts: [Fe](Cl)(Cl)Cl (iron (III) chloride). Reaction conditions: temperature 140 celsius, time 1 hour. The product is ClC1=C(C(=CC=C1)F)C1=NN(C(=N1)C1=C(C=C(C=C1)C1=CC=C(C=C1)OC(F)(F)F)Cl)C (3-(2-chloro-6-fluorophenyl)-5-[2-chloro-4-(4-trifluoromethoxyphenyl)phenyl]1-methyl-1H-1,2,4-triazole). RXN SMILES: [CH3:1][N:2](S(C)(=O)=O)[N:3]=[C:4](Cl)[C:5]1[C:10]([F:11])=[CH:9][CH:8]=[CH:7][C:6]=1[Cl:12].[F:18][C:19]([F:36])([F:35])[O:20][C:21]1[CH:26]=[CH:25][C:24]([C:27]2[CH:34]=C[C:30]([C:31]#[N:32])=[CH:29][CH:28]=2)=[CH:23][CH:22]=1.ClC1C=CC=CC=1.[CH:44]([Cl:47])(Cl)Cl>[Fe](Cl)(Cl)Cl>[Cl:12][C:6]1[CH:7]=[CH:8][CH:9]=[C:10]([F:11])[C:5]=1[C:4]1[N:32]=[C:31]([C:30]2[CH:29]=[CH:28][C:27]([C:24]3[CH:23]=[CH:22][C:21]([O:20][C:19]([F:18])([F:35])[F:36])=[CH:26][CH:25]=3)=[CH:34][C:44]=2[Cl:47])[N:2]([CH3:1])[N:3]=1. Reported procedure: A mixture of N-methyl-N-(methanesulfonyl)-2-chloro-6-fluorobenzohydrazonoyl chloride (1.50 g), 4-(4-trifluoromethoxyphenyl)benzonitrile (1.56 g), anhydrous iron (III) chloride (0.90 g) and chlorobenzene (20 ml) is stirred at an oil bath temperature of 140° C. for 1 hour. After cooling, the reaction mixture is dissolved in chloroform (300 ml), washed with dilute hydrochrolic acid, dilute aqueous solution of sodium hydroxide and saline in this order, dried over anhydrous magnesium sulfate and conc... Starting materials: NC1=CC=CC=C1 (aniline), C1(=CC=CC=C1)S(=O)(=O)N1C=C(C=2C1=NC=CC2)C2=NC(=NC=C2)Cl (1-benzenesulfonyl-3-(2-chloro-pyrimidin-4-yl)-1H-pyrrolo[2,3-b]pyridine). Yields the product C1(=CC=CC=C1)NC1=NC=CC(=N1)C1=CNC2=NC=CC=C21 (Phenyl-[4-(1H-pyrrolo[2,3-b]pyridin-3-yl)-pyrimidin-2-yl]-amine). Yield: 46.5%. RXN SMILES: [NH2:1][C:2]1[CH:7]=[CH:6][CH:5]=[CH:4][CH:3]=1.C1(S([N:17]2[C:21]3=[N:22][CH:23]=[CH:24][CH:25]=[C:20]3[C:19]([C:26]3[CH:31]=[CH:30][N:29]=[C:28](Cl)[N:27]=3)=[CH:18]2)(=O)=O)C=CC=CC=1>>[C:2]1([NH:1][C:28]2[N:27]=[C:26]([C:19]3[C:20]4[C:21](=[N:22][CH:23]=[CH:24][CH:25]=4)[NH:17][CH:18]=3)[CH:31]=[CH:30][N:29]=2)[CH:7]=[CH:6][CH:5]=[CH:4][CH:3]=1. Procedure: Using the procedure of example 1, aniline (83 mg) was reacted with compound 1f (100 mg) to provide compound 3 (36 mg, 47%). 1H NMR (400 MHz, CD3OD) δ 8.88 (d, J=7.8 Hz, 1H), 8.29 (t, J=6.0 Hz, 2H), 8.19 (s, 1H), 7.69 (d, J=7.8 Hz, 2H), 7.36 (t, J=7.6 Hz, 2H), 7.21 (m, 1H), 7.08 (t, J=7.8 Hz, 2H). MS (ESI) m/z: 288 (M+H)+. Starting materials: C(C)(C)(CC(C)(C)C)C1=CC=C(C=C1)O (p-tert-octylphenol), C=O (formalin), C1(=CC=C(C=C1)S(=O)(=O)O)C (p-toluenesulfonic acid). Product: C(C)(C)(CC(C)(C)C)C1=CC=C(C=C1)O.C=O (p-tert-octylphenol formaldehyde). RXN SMILES: [C:1]([C:9]1[CH:14]=[CH:13][C:12]([OH:15])=[CH:11][CH:10]=1)([CH2:4][C:5]([CH3:8])([CH3:7])[CH3:6])([CH3:3])[CH3:2].[CH2:16]=[O:17].C1(C)C=CC(S(O)(=O)=O)=CC=1>>[C:1]([C:9]1[CH:10]=[CH:11][C:12]([OH:15])=[CH:13][CH:14]=1)([CH2:4][C:5]([CH3:8])([CH3:7])[CH3:6])([CH3:2])[CH3:3].[CH2:16]=[O:17] |f:3.4|. Reported procedure: 206 g (1 mole) of p-tert-octylphenol, 68.9 g (0.85 mole) of 37% formalin and 2.06 g of p-toluenesulfonic acid were condensed under water reflux for 3 hours. The reaction mixture was then dehydrated by heating to complete the reaction. There was obtained a p-tert-octylphenol/formaldehyde condensate having a softening point of 101° C. Starting materials: C(C(C)(C)C)(=O)OC[C@H](C1=C(C2=C(N=C(S2)C2=CC(=CC=C2)OS(=O)(=O)C(F)(F)F)C=C1C)C1=CC=C(C=C1)Cl)OC(C)(C)C ((S)-2-tert-butoxy-2-(7-(4-chlorophenyl)-5-methyl-2-(3-(trifluoromethylsulfonyloxy)phenyl)benzo[d]thiazol-6-yl)ethyl pivalate), ClC1=NC=CC(=C1)B(O)O (2-chloropyridine-4-boronic acid), C(=O)([O-])[O-].[K+].[K+] (K2CO3). The reagents and catalysts are C=1C=CC(=CC1)[P](C=2C=CC=CC2)(C=3C=CC=CC3)[Pd]([P](C=4C=CC=CC4)(C=5C=CC=CC5)C=6C=CC=CC6)([P](C=7C=CC=CC7)(C=8C=CC=CC8)C=9C=CC=CC9)[P](C=1C=CC=CC1)(C=1C=CC=CC1)C=1C=CC=CC1 (Pd(PPh3)4). The solvent is O1CCOCC1 (dioxane). Conditions: temperature 120 celsius. Product: C(C(C)(C)C)(=O)OC[C@H](C1=C(C2=C(N=C(S2)C2=CC(=CC=C2)C2=CC(=NC=C2)Cl)C=C1C)C1=CC=C(C=C1)Cl)OC(C)(C)C ((S)-2-tert-butoxy-2-(7-(4-chlorophenyl)-2-(3-(2-chloropyridin-4-yl)phenyl)-5-methylbenzo[d]thiazol-6-yl)ethyl pivalate). As a reaction SMILES: [C:1]([O:7][CH2:8][C@@H:9]([O:41][C:42]([CH3:45])([CH3:44])[CH3:43])[C:10]1[C:32]([CH3:33])=[CH:31][C:13]2[N:14]=[C:15]([C:17]3[CH:22]=[CH:21][CH:20]=[C:19](OS(C(F)(F)F)(=O)=O)[CH:18]=3)[S:16][C:12]=2[C:11]=1[C:34]1[CH:39]=[CH:38][C:37]([Cl:40])=[CH:36][CH:35]=1)(=[O:6])[C:2]([CH3:5])([CH3:4])[CH3:3].[Cl:46][C:47]1[CH:52]=[C:51](B(O)O)[CH:50]=[CH:49][N:48]=1.C([O-])([O-])=O.[K+].[K+]>O1CCOCC1.C1C=CC([P]([Pd]([P](C2C=CC=CC=2)(C2C=CC=CC=2)C2C=CC=CC=2)([P](C2C=CC=CC=2)(C2C=CC=CC=2)C2C=CC=CC=2)[P](C2C=CC=CC=2)(C2C=CC=CC=2)C2C=CC=CC=2)(C2C=CC=CC=2)C2C=CC=CC=2)=CC=1>[C:1]([O:7][CH2:8][C@@H:9]([O:41][C:42]([CH3:44])([CH3:43])[CH3:45])[C:10]1[C:32]([CH3:33])=[CH:31][C:13]2[N:14]=[C:15]([C:17]3[CH:22]=[CH:21][CH:20]=[C:19]([C:51]4[CH:50]=[CH:49][N:48]=[C:47]([Cl:46])[CH:52]=4)[CH:18]=3)[S:16][C:12]=2[C:11]=1[C:34]1[CH:35]=[CH:36][C:37]([Cl:40])=[CH:38][CH:39]=1)(=[O:6])[C:2]([CH3:3])([CH3:5])[CH3:4] |f:2.3.4,^1:71,73,92,111|. Reported procedure: The reaction mixture of (S)-2-tert-butoxy-2-(7-(4-chlorophenyl)-5-methyl-2-(3-(trifluoromethylsulfonyloxy)phenyl)benzo[d]thiazol-6-yl)ethyl pivalate (30 mg, 0.0438 mmol), 2-chloropyridine-4-boronic acid (10 mg, 0.0657 mmol), 2N K2CO3 (100 μL), Pd(PPh3)4 (5.0 mg, 0.0044 mmol) in dioxane (2 mL) was heated at 120° C. in sealed tube for 2 hs. The reaction was washed by sat. NaHCO3, extracted by EtOAc, dried by MgSO4, filtered, concentrated down and purified by silica gel column, eluting by 0-100% Et... The reactants are C(CC)C1(CCC(CC1)(CC(=O)O)CC(=O)O)CCC (4,4-Dipropylcyclohexane-1,1 diacetic acid). Solvent: C(C)(=O)OC(C)=O (acetic anhydride). Product: C(CC)C1(CCC2(CC1)CC(=O)OC(C2)=O)CCC (4,4 -DIPROPYLCYCLOHEXANE-1,1-DIACETIC ACID ANHYDRIDE). The yield is 90.0%. As a reaction SMILES: [CH2:1]([C:4]1([CH2:18][CH2:19][CH3:20])[CH2:9][CH2:8][C:7]([CH2:14][C:15]([OH:17])=[O:16])([CH2:10][C:11](O)=[O:12])[CH2:6][CH2:5]1)[CH2:2][CH3:3]>C(OC(=O)C)(=O)C>[CH2:18]([C:4]1([CH2:1][CH2:2][CH3:3])[CH2:5][CH2:6][C:7]2([CH2:10][C:11](=[O:12])[O:17][C:15](=[O:16])[CH2:14]2)[CH2:8][CH2:9]1)[CH2:19][CH3:20]. Procedure: 4,4-Dipropylcyclohexane-1,1 diacetic acid, prepared as described in Example 18, was dissolved in acetic anhydride and refluxed for 1-6h. The excess acetic anhydride was removed by distillation under reduced pressure and the residue was recrystallized form hexanes; m.p. 91-93° ; yield 90-95%.